This data is from the Open Reaction Database (ORD), a public repository of structured organic reaction records. The task is: describe an organic reaction: reactants, conditions, products, and yield Reactants: [Br-], CC(=O)Nc1cccc(-c2ccc(C(=O)c3cn(C(c4ccccc4)(c4ccccc4)c4ccccc4)cn3)cc2)c1, C1CCOC1, C[Mg+], [Cl-], [NH4+]. Yields the product CC(=O)Nc1cccc(-c2ccc(C(C)(O)c3cn(C(c4ccccc4)(c4ccccc4)c4ccccc4)cn3)cc2)c1. RXN SMILES: [Br-:43].[C:1]([c:2]1[cH:3][cH:4][cH:5][cH:6][cH:7]1)([c:8]1[cH:9][cH:10][cH:11][cH:12][cH:13]1)([c:14]1[cH:15][cH:16][cH:17][cH:18][cH:19]1)[n:20]1[cH:21][n:22][c:23]([C:25](=[O:26])[c:27]2[cH:28][cH:29][c:30](-[c:33]3[cH:34][c:35]([NH:39][C:40]([CH3:41])=[O:42])[cH:36][cH:37][cH:38]3)[cH:31][cH:32]2)[cH:24]1.[CH2:48]1[O:49][CH2:50][CH2:51][CH2:52]1.[CH3:44][Mg+:45].[Cl-:46].[NH4+:47]>>[C:1]([c:2]1[cH:3][cH:4][cH:5][cH:6][cH:7]1)([c:8]1[cH:9][cH:10][cH:11][cH:12][cH:13]1)([c:14]1[cH:15][cH:16][cH:17][cH:18][cH:19]1)[n:20]1[cH:21][n:22][c:23]([C:25]([OH:26])([c:27]2[cH:28][cH:29][c:30](-[c:33]3[cH:34][c:35]([NH:39][C:40]([CH3:41])=[O:42])[cH:36][cH:37][cH:38]3)[cH:31][cH:32]2)[CH3:44])[cH:24]1. The reactants are C(C)C1C(CC(C(C(OC(C2CCCCN2C(C(C2(C(CC(C(C(CC(CC(=C1)C)C)OC)O2)OC)C)O)=O)=O)=O)C(=CC2CC(C(CC2)O)OC)C)C)O)=O (17-ethyl-1,14-dihydroxy-12-[2'-(4"-hydroxy-3"-methoxycyclohexyl)-1'-methylvinyl]-23,25-dimethoxy-13,19,21,27-tetramethyl-11,28-dioxa-4-azatricyclo[22.3.1.04,9 ]octacos-18-ene-2,3,10,16-tetraone), N1C=NC=C1 (imidazole), FC(S(=O)(=O)O[Si](C(C)C)(C(C)C)C(C)C)(F)F (triisopropylsilyl trifluoromethanesulfonate). Solvent: C(Cl)Cl (MeCl2), CCCCCC (n-hexane), C(Cl)Cl (MeCl2). Conditions: temperature 0 celsius, time 16 hour. The product is C(C)C1C(CC(C(C(OC(C2CCCCN2C(C(C2(C(CC(C(C(CC(CC(=C1)C)C)OC)O2)OC)C)O)=O)=O)=O)C(=CC2CC(C(CC2)O[Si](C(C)C)(C(C)C)C(C)C)OC)C)C)O)=O (17-ethyl-1,14-dihydroxy-12-[2'-(4"-triisopropylsilyloxy-3"-methoxycyclohexyl)-1'-methylvinyl]-23,25-dimethoxy-13,19,21,27-tetramethyl-11,28-dioxa-4-azatricyclo[22.3.1.04,9 ]octacos-18-ene-2,3,10,16-tetraone). The yield is 86.2%. Reaction SMILES: [CH2:1]([CH:3]1[CH:29]=[C:28]([CH3:30])[CH2:27][CH:26]([CH3:31])[CH2:25][CH:24]([O:32][CH3:33])[CH:23]2[O:34][C:19]([OH:38])([CH:20]([CH3:37])[CH2:21][CH:22]2[O:35][CH3:36])[C:18](=[O:39])[C:17](=[O:40])[N:16]2[CH:11]([CH2:12][CH2:13][CH2:14][CH2:15]2)[C:10](=[O:41])[O:9][CH:8]([C:42]([CH3:53])=[CH:43][CH:44]2[CH2:49][CH2:48][CH:47]([OH:50])[CH:46]([O:51][CH3:52])[CH2:45]2)[CH:7]([CH3:54])[CH:6]([OH:55])[CH2:5][C:4]1=[O:56])[CH3:2].N1C=CN=C1.FC(F)(F)S(O[Si:68]([CH:75]([CH3:77])[CH3:76])([CH:72]([CH3:74])[CH3:73])[CH:69]([CH3:71])[CH3:70])(=O)=O>C(Cl)Cl.CCCCCC>[CH2:1]([CH:3]1[CH:29]=[C:28]([CH3:30])[CH2:27][CH:26]([CH3:31])[CH2:25][CH:24]([O:32][CH3:33])[CH:23]2[O:34][C:19]([OH:38])([CH:20]([CH3:37])[CH2:21][CH:22]2[O:35][CH3:36])[C:18](=[O:39])[C:17](=[O:40])[N:16]2[CH:11]([CH2:12][CH2:13][CH2:14][CH2:15]2)[C:10](=[O:41])[O:9][CH:8]([C:42]([CH3:53])=[CH:43][CH:44]2[CH2:49][CH2:48][CH:47]([O:50][Si:68]([CH:75]([CH3:77])[CH3:76])([CH:72]([CH3:74])[CH3:73])[CH:69]([CH3:71])[CH3:70])[CH:46]([O:51][CH3:52])[CH2:45]2)[CH:7]([CH3:54])[CH:6]([OH:55])[CH2:5][C:4]1=[O:56])[CH3:2]. Procedure details: A stirred solution of 17-ethyl-1,14-dihydroxy-12-[2'-(4"-hydroxy-3"-methoxycyclohexyl)-1'-methylvinyl]-23,25-dimethoxy-13,19,21,27-tetramethyl-11,28-dioxa-4-azatricyclo[22.3.1.04,9 ]octacos-18-ene-2,3,10,16-tetraone (3.25 g, 4.1 mmol) in MeCl2 (17 ml) containing imidazole (2.55 g, 48.7 mmol) was cooled to 0° C. and treated with triisopropylsilyl trifluoromethanesulfonate (7.41 g, 24.2 mmol). The reaction mixture was allowed to warm to RT and stirred for 16 hrs. The reaction mixture was diluted w... Starting materials: CC(C(=O)OC)(C)C1=CC=C(C=C1)NC1=NC(=NC=2CCN(CCC21)C2=NC=CC=C2C(F)(F)F)C(C)C (methyl 2-methyl-2-[4-({2-(1-methylethyl)-7-[3-(trifluoromethyl)pyridin-2-yl]-6,7,8,9-tetrahydro-5H-pyrimido[4,5-d]azepin-4-yl}amino)phenyl]propanoate), C1CCOC1 (THF), O.[OH-].[Li+] (lithium hydroxide monohydrate). Run in O (H2O). Conditions: temperature 60 celsius. Yields the product CC(C(=O)O)(C)C1=CC=C(C=C1)NC1=NC(=NC=2CCN(CCC21)C2=NC=CC=C2C(F)(F)F)C(C)C (2-Methyl-2-[4-({2-(1-methylethyl)-7-[3-(trifluoromethyl)pyridin-2-yl]-6,7,8,9-tetrahydro-5H-pyrimido[4,5-d]azepin-4-yl}amino)phenyl]propanoic acid). Isolated yield 60.0%. Reaction SMILES: [CH3:1][C:2]([C:8]1[CH:13]=[CH:12][C:11]([NH:14][C:15]2[C:25]3[CH2:24][CH2:23][N:22]([C:26]4[C:31]([C:32]([F:35])([F:34])[F:33])=[CH:30][CH:29]=[CH:28][N:27]=4)[CH2:21][CH2:20][C:19]=3[N:18]=[C:17]([CH:36]([CH3:38])[CH3:37])[N:16]=2)=[CH:10][CH:9]=1)([CH3:7])[C:3]([O:5]C)=[O:4].C1COCC1.O.[OH-].[Li+]>O>[CH3:7][C:2]([C:8]1[CH:9]=[CH:10][C:11]([NH:14][C:15]2[C:25]3[CH2:24][CH2:23][N:22]([C:26]4[C:31]([C:32]([F:34])([F:35])[F:33])=[CH:30][CH:29]=[CH:28][N:27]=4)[CH2:21][CH2:20][C:19]=3[N:18]=[C:17]([CH:36]([CH3:38])[CH3:37])[N:16]=2)=[CH:12][CH:13]=1)([CH3:1])[C:3]([OH:5])=[O:4] |f:2.3.4|. Procedure: To a solution of methyl 2-methyl-2-[4-({2-(1-methylethyl)-7-[3-(trifluoromethyl)pyridin-2-yl]-6,7,8,9-tetrahydro-5H-pyrimido[4,5-d]azepin-4-yl}amino)phenyl]propanoate (Example 174; 63 mg, 0.12 mmol) in 1:2 THF:H2O (3 mL:6 mL) was added lithium hydroxide monohydrate (8.0 mg, 0.19 mmol). The mixture was heated at 60° C. for 5 h. The THF was removed under reduced pressure, and the resulting solution was acidified to neutral pH with 10% aq. HCl. The solution was then extracted with EtOAc. The organi... The reactants are C1(C=2C(C(N1CCCC(=O)CF)=O)=CC=CC2)=O (fluoromethyl 3-phthalimidopropyl ketone), Cl (HCl), [BH4-].[Na+] (sodium borohydride). Run in O1CCCC1 (tetrahydrofuran), CO (methanol), O1CCCC1 (tetrahydrofuran), CO (methanol). Conditions: temperature -20 celsius, time 15 minute. Yields the product FCC(CCCN1C(C=2C(C1=O)=CC=CC2)=O)O (1-fluoro-5-phthalimido-2-pentanol). RXN SMILES: [C:1]1(=[O:18])[N:5]([CH2:6][CH2:7][CH2:8][C:9]([CH2:11][F:12])=[O:10])[C:4](=[O:13])[C:3]2=[CH:14][CH:15]=[CH:16][CH:17]=[C:2]12.[BH4-].[Na+].Cl>O1CCCC1.CO>[F:12][CH2:11][CH:9]([OH:10])[CH2:8][CH2:7][CH2:6][N:5]1[C:1](=[O:18])[C:2]2=[CH:17][CH:16]=[CH:15][CH:14]=[C:3]2[C:4]1=[O:13] |f:1.2|. Procedure: To a solution of 550 mg (2.2 mmole) of fluoromethyl 3-phthalimidopropyl ketone in a mixture of 5 ml of tetrahydrofuran and 5 ml of methanol cooled to -20° C. is added a solution of 0.8 mmole of sodium borohydride in a mixture of 5 ml of tetrahydrofuran and 5 ml of methanol precooled to -20° C. The reaction mixture is stirred for 15 minutes at -20° C. and then neutralized with 2 M HCl to a pH of 1. The solvents are evaporated under reduced pressure and the residue is partitioned between water and... Reported procedure: A solution of Methyl 3-(4-(5-methyl-1,3,4-oxadiazol-2-yl)phenoxy)-5-(1-methyl-2-oxopyrrolidin-3-yloxy)benzoate (7 g) (Intermediate 2) in a mixture of THF and to methanol (1:1 ratio) was treated with a solution of sodium hydroxide (2 g) in water and the reaction mixture was stirred for 1 h at room temperature. The resulting solution was concentrated under vacuum to remove THF and methanol, diluted with water, and washed with EtOAc. The aqueous phase was cooled and acidified with 0.1N HCl and extr... Conditions: time 1 hour. Starting materials: CC1=NN=C(O1)C1=CC=C(OC=2C=C(C(=O)OC)C=C(C2)OC2C(N(CC2)C)=O)C=C1 (Methyl 3-(4-(5-methyl-1,3,4-oxadiazol-2-yl)phenoxy)-5-(1-methyl-2-oxopyrrolidin-3-yloxy)benzoate), CC1=NN=C(O1)C1=CC=C(OC=2C=C(C(=O)OC)C=C(C2)OC2C(N(CC2)C)=O)C=C1 (Methyl 3-(4-(5-methyl-1,3,4-oxadiazol-2-yl)phenoxy)-5-(1-methyl-2-oxopyrrolidin-3-yloxy)benzoate), CO (methanol), [OH-].[Na+] (sodium hydroxide). Yield: 51.7%. The product is CC1=NN=C(O1)C1=CC=C(OC=2C=C(C(=O)O)C=C(C2)OC2C(N(CC2)C)=O)C=C1 (3-(4-(5-Methyl-1,3,4-oxadiazol-2-yl)phenoxy)-5-(1-methyl-2-oxo pyrrolidin-3-yloxy)benzoic acid). Run in C1CCOC1 (THF), O (water). Reaction SMILES: [CH3:1][C:2]1[O:6][C:5]([C:7]2[CH:31]=[CH:30][C:10]([O:11][C:12]3[CH:13]=[C:14]([CH:19]=[C:20]([O:22][CH:23]4[CH2:27][CH2:26][N:25]([CH3:28])[C:24]4=[O:29])[CH:21]=3)[C:15]([O:17]C)=[O:16])=[CH:9][CH:8]=2)=[N:4][N:3]=1.CO.[OH-].[Na+]>C1COCC1.O>[CH3:1][C:2]1[O:6][C:5]([C:7]2[CH:31]=[CH:30][C:10]([O:11][C:12]3[CH:13]=[C:14]([CH:19]=[C:20]([O:22][CH:23]4[CH2:27][CH2:26][N:25]([CH3:28])[C:24]4=[O:29])[CH:21]=3)[C:15]([OH:17])=[O:16])=[CH:9][CH:8]=2)=[N:4][N:3]=1 |f:2.3|. The reactants are CCN(C(C)C)C(C)C (Hunig's base), Br.BrCC1=NC=CC=C1 (2-bromomethyl-pyridine hydrobromide), C1(=CC=CC=C1)S(=O)[O-].[Na+] (sodium benzene sulfinat). Run in CC#N (CH3CN). Conditions: time 48 hour. Product: C1(=CC=CC=C1)S(=O)(=O)CC1=NC=CC=C1 (2-benzenesulfonylmethyl-pyridine). Isolated yield 79.7%. As a reaction SMILES: Br.Br[CH2:3][C:4]1[CH:9]=[CH:8][CH:7]=[CH:6][N:5]=1.CCN(C(C)C)C(C)C.[C:19]1([S:25]([O-:27])=[O:26])[CH:24]=[CH:23][CH:22]=[CH:21][CH:20]=1.[Na+]>CC#N>[C:19]1([S:25]([CH2:3][C:4]2[CH:9]=[CH:8][CH:7]=[CH:6][N:5]=2)(=[O:27])=[O:26])[CH:24]=[CH:23][CH:22]=[CH:21][CH:20]=1 |f:0.1,3.4|. Procedure: To a stirred suspension of 2.5 g (0.010 mol) of 2-bromomethyl-pyridine hydrobromide in 10 mL of CH3CN at RT, was added 1.78 mL (0.0105 mol, 1.05 eq.) of Hunig's base. After complete dissolution of the salt, 1.62 g (0.010 mol, 1 eq.) of sodium benzene sulfinat and 0.52 g (0.002 mol, 0.2 eq.) were added. The mixture was stirred at RT for 48 hours, and then the reaction was quenched by addition of water, and the product extracted with EtOAc. The combined organic phases were dried over Na2SO4, filte... Starting materials: solution, C(CCC)N1C(C=C(C1)NC1=C(C=NN1CCC#CC)C#N)=O (5-[N-(n-butyl)-2-oxo-3-pyrrolin-4-yl]amino-1-(pent-3-ynyl)-4-cyanopyrazole), C[Al](C)C (trimethylaluminium). Solvent: ClCCl (dichloromethane), CCCCCCC (heptane). Conditions: time 8 hour. Yields the product NC1=C2C(=NC3=C1C(N(C3)CCCC)=O)N(N=C2)CCC#CC (4-Amino-6-(n-butyl)-6,7-dihydro-1-(pent-3-ynyl)pyrazolo[3,4-b]pyrrolo[3,4-e]pyridin-5(1H)-one). The yield is 56.8%. As a reaction SMILES: [CH2:1]([N:5]1[CH2:9][C:8]([NH:10][C:11]2[N:15]([CH2:16][CH2:17][C:18]#[C:19][CH3:20])[N:14]=[CH:13][C:12]=2[C:21]#[N:22])=[CH:7][C:6]1=[O:23])[CH2:2][CH2:3][CH3:4].C[Al](C)C>ClCCl.CCCCCCC>[NH2:22][C:21]1[C:7]2[C:6](=[O:23])[N:5]([CH2:1][CH2:2][CH2:3][CH3:4])[CH2:9][C:8]=2[N:10]=[C:11]2[N:15]([CH2:16][CH2:17][C:18]#[C:19][CH3:20])[N:14]=[CH:13][C:12]=12. Reported procedure: To a solution of 5-[N-(n-butyl)-2-oxo-3-pyrrolin-4-yl]amino-1-(pent-3-ynyl)-4-cyanopyrazole (0.88 g.) in dry dichloromethane (20 ml.) was added a solution of trimethylaluminium in heptane (4.2 ml. of a 1.35 M solution) while stirring at room temperature under nitrogen. After stirring overnight, the reaction was quenched by the cautious addition of 3N aqueous hydrochloric acid until gas evolution had ceased. The precipitated aluminium salts were solubilized by addition of a 10% w/v aqueous soluti...